This data is from the Open Reaction Database (ORD), a public repository of structured organic reaction records. The task is: describe an organic reaction: reactants, conditions, products, and yield Starting materials: ClCC1=NC(=CC(=N1)OC)OC (2-chloromethyl-4,6-dimethoxypyrimidine), [C-]#N.[Na+] (sodium cyanide), O (water). Run in CS(=O)C (dimethyl sulfoxide), CS(=O)C (dimethyl sulfoxide). Conditions: time 1 hour. Product: C(#N)CC1=NC(=CC(=N1)OC)OC (2--Cyanomethyl-4,6-dimethoxypyrimidine). The yield is 58.0%. As a reaction SMILES: [C-:1]#[N:2].[Na+].Cl[CH2:5][C:6]1[N:11]=[C:10]([O:12][CH3:13])[CH:9]=[C:8]([O:14][CH3:15])[N:7]=1.O>CS(C)=O>[C:1]([CH2:5][C:6]1[N:11]=[C:10]([O:12][CH3:13])[CH:9]=[C:8]([O:14][CH3:15])[N:7]=1)#[N:2] |f:0.1|. Reported procedure: 16.7 g of dried sodium cyanide are dissolved in 850 ml of dimethyl sulfoxide at 90° C. under N2 protective gas. At this temperature, 52.8 g of 2-chloromethyl-4,6-dimethoxypyrimidine, dissolved in 280 ml of dimethyl sulfoxide, are added dropwise over the course of 2 hours. Stirring is continued for 1 hour at 90° C., and the mixture is cooled to room temperature and poured into 300 ml of water. The aqueous phase is extracted seven times using ether, and the combined organic phases are washed using... Starting materials: CO, [H][H], CC(C)(C)OC(=O)N1CC=C(c2ccncc2)CC1. The product is CC(C)(C)OC(=O)N1CCC(c2ccncc2)CC1. Reaction SMILES: [CH3:22][OH:23].[H:20][H:21].[N:1]1([C:13](=[O:14])[O:15][C:16]([CH3:17])([CH3:18])[CH3:19])[CH2:2][CH2:3][C:4]([c:7]2[cH:8][cH:9][n:10][cH:11][cH:12]2)=[CH:5][CH2:6]1>>[N:1]1([C:13](=[O:14])[O:15][C:16]([CH3:17])([CH3:18])[CH3:19])[CH2:2][CH2:3][CH:4]([c:7]2[cH:8][cH:9][n:10][cH:11][cH:12]2)[CH2:5][CH2:6]1. The reactants are CN (methylamine), CC(C(=O)O)N1N=C(C(=C1)C)C1=CC=CC=C1 (α,4-dimethyl-3-phenylpyrazole-1-acetic acid), N (ammonia), CC=1C(=NN(C1)C(C(=O)O)CCC)C1=CC=CC=C1 (4-methyl-3-phenyl-α-propylpyrazole-1-acetic acid). Yields the product CNC(C(N1N=C(C(=C1)C)C1=CC=CC=C1)CCC)=O (N,4-dimethyl-3-phenyl-α-propylpyrazole-1-acetamide). Reaction SMILES: CN.N.[CH3:4][C:5]1[C:6]([C:17]2[CH:22]=[CH:21][CH:20]=[CH:19][CH:18]=2)=[N:7][N:8]([CH:10]([CH2:14][CH2:15][CH3:16])[C:11](O)=[O:12])[CH:9]=1.C[CH:24]([N:28]1C=C(C)C(C2C=CC=CC=2)=N1)C(O)=O>>[CH3:24][NH:28][C:11](=[O:12])[CH:10]([CH2:14][CH2:15][CH3:16])[N:8]1[CH:9]=[C:5]([CH3:4])[C:6]([C:17]2[CH:22]=[CH:21][CH:20]=[CH:19][CH:18]=2)=[N:7]1. Procedure details: Following the procedure of Example 68, but substituting aqueous methylamine for aqueous ammonia, and 4-methyl-3-phenyl-α-propylpyrazole-1-acetic acid for α,4-dimethyl-3-phenylpyrazole-1-acetic acid, there was obtained N,4-dimethyl-3-phenyl-α-propylpyrazole-1-acetamide having a melting point of 84°-86° C. Reactants: C(CCC\C=C/C\C=C/C\C=C/C\C=C/C\C=C/CC)O ((5Z,8Z,11Z,14Z,17Z)-icosa-5,8,11,14,17-pentaen-1-ol), BrC(C(=O)OC(C)(C)C)CC (t-butyl 2-bromobutyrate), ice water, [OH-].[Na+] (sodium hydroxide), BrC(C(=O)OC(C)(C)C)CC (t-butyl 2-bromobutyrate). The reagents and catalysts are [Cl-].C(CCC)[N+](CCCC)(CCCC)CCCC (Tetrabutylammonium chloride). The solvent is C1(=CC=CC=C1)C (toluene). Product: C(CCC\C=C/C\C=C/C\C=C/C\C=C/C\C=C/CC)OC(C(=O)OC(C)(C)C)CC (tert-butyl 2-((5Z,8Z,11Z,14Z,17Z)-icosa-5,8,11,14,17-pentaen-1-yloxy)butanoate). Yield: 35.9%. As a reaction SMILES: [CH2:1]([OH:21])[CH2:2][CH2:3][CH2:4]/[CH:5]=[CH:6]\[CH2:7]/[CH:8]=[CH:9]\[CH2:10]/[CH:11]=[CH:12]\[CH2:13]/[CH:14]=[CH:15]\[CH2:16]/[CH:17]=[CH:18]\[CH2:19][CH3:20].[OH-].[Na+].Br[CH:25]([CH2:33][CH3:34])[C:26]([O:28][C:29]([CH3:32])([CH3:31])[CH3:30])=[O:27]>[Cl-].C([N+](CCCC)(CCCC)CCCC)CCC.C1(C)C=CC=CC=1>[CH2:1]([O:21][CH:25]([CH2:33][CH3:34])[C:26]([O:28][C:29]([CH3:32])([CH3:31])[CH3:30])=[O:27])[CH2:2][CH2:3][CH2:4]/[CH:5]=[CH:6]\[CH2:7]/[CH:8]=[CH:9]\[CH2:10]/[CH:11]=[CH:12]\[CH2:13]/[CH:14]=[CH:15]\[CH2:16]/[CH:17]=[CH:18]\[CH2:19][CH3:20] |f:1.2,4.5|. Procedure: Tetrabutylammonium chloride (0.55 g, 1.98 mmol) was added to a solution of (5Z,8Z,11Z,14Z,17Z)-icosa-5,8,11,14,17-pentaen-1-ol, (3.50 g, 12.1 mmol) in toluene (35 mL) at ambient temperature under nitrogen. An aqueous solution of sodium hydroxide (50% (w/w), 11.7 mL) was added under vigorous stirring at room temperature, followed by t-butyl 2-bromobutyrate (5.41 g, 24.3 mmol). The resulting mixture was heated to 50° C. and additional t-butyl 2-bromobutyrate was added after 1.5 hours (2.70 g, 12.1... The reactants are O (water), C(C)(C)SC=1SC(=C2C1C1=C(N=C(O1)C)CC2)C(=O)OCC (Ethyl 4,5-dihydro-8-isopropylthio-2-methylthieno[3,4-g]benzoxazole-6-carboxylate), aqueous solution, [OH-].[Na+] (sodium hydroxide), Cl (hydrochloric acid). Run in C(C)O (ethanol). Conditions: temperature 50 celsius, time 1 hour. The product is C(C)(C)SC=1SC(=C2C1C1=C(N=C(O1)C)CC2)C(=O)O (4,5-dihydro-8-isopropylthio-2-methylthieno[3,4-g]benzoxazole-6-carboxylic acid). Yield: 87.6%. RXN SMILES: [CH:1]([S:4][C:5]1[S:6][C:7]([C:18]([O:20]CC)=[O:19])=[C:8]2[CH2:17][CH2:16][C:11]3[N:12]=[C:13]([CH3:15])[O:14][C:10]=3[C:9]=12)([CH3:3])[CH3:2].[OH-].[Na+].O.Cl>C(O)C>[CH:1]([S:4][C:5]1[S:6][C:7]([C:18]([OH:20])=[O:19])=[C:8]2[CH2:17][CH2:16][C:11]3[N:12]=[C:13]([CH3:15])[O:14][C:10]=3[C:9]=12)([CH3:3])[CH3:2] |f:1.2|. Procedure: Ethyl 4,5-dihydro-8-isopropylthio-2-methylthieno[3,4-g]benzoxazole-6-carboxylate (0.71 g) was dissolved in ethanol (30 ml); a 2 N aqueous solution of sodium hydroxide (2.1 ml) was added at 50° C. After the reaction mixture was stirred at 50° C. for 1 hour, the solution obtained was poured over water, acidified with 1 N hydrochloric acid, and extracted with ethyl acetate. The organic layer was washed with water and dried (MgSO4), after which the solvent was distilled off to yield 4,5-dihydro-8-is... Procedure details: 8-(1-aminoethyl)-N,N-dimethyl-2-morpholino-4-oxo-4H-chromene-6-carboxamide (232 mg, 0.67 mmol, [α]D20°: +35° in acetonitrile), 3,4,5-trifluorophenylboronic acid (236 mg, 1.34 mmol), diacetoxycopper hydrate (148 mg, 0.74 mmol) and molecular sieves 4 A (1 g) were weighed out in a flask. Dichloroethane (4 mL) then pyridine (0.109 mL, 1.34 mmol) were added and the resulting mixture was stirred at RT for 2 days under an oxygen atmosphere. The mixture was diluted with DCM, filtered through a pad of ce... The reagents and catalysts are O.C(C)(=O)O[Cu]OC(C)=O (diacetoxycopper hydrate). Solvent: C(Cl)Cl (DCM). Yields the product CN(C(=O)C=1C=C2C(C=C(OC2=C(C1)C(C)NC1=CC(=C(C(=C1)F)F)F)N1CCOCC1)=O)C (N,N-dimethyl-2-morpholino-4-oxo-8-(1-(3,4,5-trifluorophenylamino)ethyl)-4H-chromene-6-carboxamide). RXN SMILES: [NH2:1][CH:2]([C:4]1[CH:5]=[C:6]([C:21]([N:23]([CH3:25])[CH3:24])=[O:22])[CH:7]=[C:8]2[C:13]=1[O:12][C:11]([N:14]1[CH2:19][CH2:18][O:17][CH2:16][CH2:15]1)=[CH:10][C:9]2=[O:20])[CH3:3].[F:26][C:27]1[CH:28]=[C:29](B(O)O)[CH:30]=[C:31]([F:34])[C:32]=1[F:33].ClC(Cl)C.N1C=CC=CC=1>C(Cl)Cl.O.C(O[Cu]OC(=O)C)(=O)C>[CH3:25][N:23]([CH3:24])[C:21]([C:6]1[CH:7]=[C:8]2[C:13](=[C:4]([CH:2]([NH:1][C:29]3[CH:28]=[C:27]([F:26])[C:32]([F:33])=[C:31]([F:34])[CH:30]=3)[CH3:3])[CH:5]=1)[O:12][C:11]([N:14]1[CH2:19][CH2:18][O:17][CH2:16][CH2:15]1)=[CH:10][C:9]2=[O:20])=[O:22] |f:5.6|. Reactants: NC(C)C=1C=C(C=C2C(C=C(OC12)N1CCOCC1)=O)C(=O)N(C)C (8-(1-aminoethyl)-N,N-dimethyl-2-morpholino-4-oxo-4H-chromene-6-carboxamide), FC=1C=C(C=C(C1F)F)B(O)O (3,4,5-trifluorophenylboronic acid), ClC(C)Cl (Dichloroethane), N1=CC=CC=C1 (pyridine). Conditions: time 2 day. Reactants: CN1C=CC2=CC=CC=C12 (1-methyl-1H-indole), [Cl-].C(C1=CC=CC=C1)=[N+](C)C (benzylidene-dimethyl-ammonium chloride). The product is CN(C(C1=CC=CC=C1)C1=CN(C2=CC=CC=C12)C)C (Dimethyl-[(1-methyl-1H-indol-3-yl)-phenylmethyl]-amine). Reaction SMILES: [CH3:1][N:2]1[C:10]2[C:5](=[CH:6][CH:7]=[CH:8][CH:9]=2)[CH:4]=[CH:3]1.[Cl-].[CH:12](=[N+:19]([CH3:21])[CH3:20])[C:13]1[CH:18]=[CH:17][CH:16]=[CH:15][CH:14]=1>>[CH3:20][N:19]([CH3:21])[CH:12]([C:4]1[C:5]2[C:10](=[CH:9][CH:8]=[CH:7][CH:6]=2)[N:2]([CH3:1])[CH:3]=1)[C:13]1[CH:18]=[CH:17][CH:16]=[CH:15][CH:14]=1 |f:1.2|. Procedure details: The preparation was carried out in accordance with general synthesis instructions 4 from 1-methyl-1H-indole and benzylidene-dimethyl-ammonium chloride, which had been prepared in accordance with example 1.